Dataset: the Open Reaction Database (ORD), a public repository of structured organic reaction records. Task: describe an organic reaction: reactants, conditions, products, and yield The reactants are CC1=C(NC2=C1C(N(CC2)CCN2CCCC2)=O)C=O (3-methyl-4-oxo-5-(2-pyrrolidin-1-yl-ethyl)-4,5,6,7-tetrahydro-1H-pyrrolo[3,2-c]pyridine-2-carbaldehyde), O=C1NC2=CC=C(C=C2C1)NC=O (N-(2-oxo-2,3-dihydro-1H-indol-5-yl)-formamide). Product: CC1=C(NC2=C1C(N(CC2)CCN2CCCC2)=O)C=C2C(NC1=CC=C(C=C21)NC=O)=O (N-{3-[3-methyl-4-oxo-5-(2-pyrrolidin-1-yl-ethyl)-4,5,6,7-tetrahydro-1H-pyrrolo[3,2-c]pyridin-2-ylmethylene]-2-oxo-2,3-dihydro-1H-indol-5-yl}-formamide). Isolated yield 87.9%. As a reaction SMILES: [CH3:1][C:2]1[C:6]2[C:7](=[O:18])[N:8]([CH2:11][CH2:12][N:13]3[CH2:17][CH2:16][CH2:15][CH2:14]3)[CH2:9][CH2:10][C:5]=2[NH:4][C:3]=1[CH:19]=O.[O:21]=[C:22]1[CH2:30][C:29]2[C:24](=[CH:25][CH:26]=[C:27]([NH:31][CH:32]=[O:33])[CH:28]=2)[NH:23]1>>[CH3:1][C:2]1[C:6]2[C:7](=[O:18])[N:8]([CH2:11][CH2:12][N:13]3[CH2:14][CH2:15][CH2:16][CH2:17]3)[CH2:9][CH2:10][C:5]=2[NH:4][C:3]=1[CH:19]=[C:30]1[C:29]2[C:24](=[CH:25][CH:26]=[C:27]([NH:31][CH:32]=[O:33])[CH:28]=2)[NH:23][C:22]1=[O:21]. Procedure: The title compound was prepared under the same conditions as described in Example 13 with 3-methyl-4-oxo-5-(2-pyrrolidin-1-yl-ethyl)-4,5,6,7-tetrahydro-1H-pyrrolo[3,2-c]pyridine-2-carbaldehyde and N-(2-oxo-2,3-dihydro-1H-indol-5-yl)-formamide as starting materials to give N-{3-[3-methyl-4-oxo-5-(2-pyrrolidin-1-yl-ethyl)-4,5,6,7-tetrahydro-1H-pyrrolo[3,2-c]pyridin-2-ylmethylene]-2-oxo-2,3-dihydro-1H-indol-5-yl}-formamide (48 mg, 87.9%) as an orange solid. The reactants are BrC1=CC(=C(C=C1)N1N=C(C(=CC1=O)OC1CCN(CC1)C(=O)OC(C)(C)C)C#N)F (tert-butyl 4-(1-(4-bromo-2-fluorophenyl)-3-cyano-6-oxo-1,6-dihydropyridazin-4-yloxy)piperidine-1-carboxylate), Cl (HCl), O1CCOCC1 (dioxane), CCOCC (Et2O). Run in C(Cl)Cl (DCM). Reaction conditions: time 8 hour. Product: Cl.BrC1=CC(=C(C=C1)N1N=C(C(=CC1=O)OC1CCNCC1)C#N)F (1-(4-bromo-2-fluorophenyl)-6-oxo-4-(piperidin-4-yloxy)-1,6-dihydropyridazine-3-carbonitrile HCl salt). Isolated yield 85.0%. RXN SMILES: [Br:1][C:2]1[CH:7]=[CH:6][C:5]([N:8]2[C:13](=[O:14])[CH:12]=[C:11]([O:15][CH:16]3[CH2:21][CH2:20][N:19](C(OC(C)(C)C)=O)[CH2:18][CH2:17]3)[C:10]([C:29]#[N:30])=[N:9]2)=[C:4]([F:31])[CH:3]=1.[ClH:32].O1CCOCC1.CCOCC>C(Cl)Cl>[ClH:32].[Br:1][C:2]1[CH:7]=[CH:6][C:5]([N:8]2[C:13](=[O:14])[CH:12]=[C:11]([O:15][CH:16]3[CH2:17][CH2:18][NH:19][CH2:20][CH2:21]3)[C:10]([C:29]#[N:30])=[N:9]2)=[C:4]([F:31])[CH:3]=1 |f:5.6|. Procedure: To a stirring solution of tert-butyl 4-(1-(4-bromo-2-fluorophenyl)-3-cyano-6-oxo-1,6-dihydropyridazin-4-yloxy)piperidine-1-carboxylate (493 mg, 1.0 mmol) in DCM (5 mL) at room temperature under argon was added 4 M HCl in dioxane (1.25 mL, 5.0 mmol). The reaction mixture was stirred at room temperature overnight. Et2O (10 mL) was added to the reaction mixture. The solid product was collected by filtration and further washed with ether (2 mL×2). After drying under vacuum for 2 hours, 334 mg (85%) ... Starting materials: CCN(C(C)C)C(C)C, Cn1cc(C(=O)NCc2ccc(Cl)cc2)c(=O)c2cc(CCl)oc21, CN(C)C=O, O, OC1CCNC1. Yields the product Cn1cc(C(=O)NCc2ccc(Cl)cc2)c(=O)c2cc(CN3CCC(O)C3)oc21. Reaction SMILES: [CH:1]([N:2]([CH2:3][CH3:4])[CH:5]([CH3:6])[CH3:7])([CH3:8])[CH3:9].[Cl:10][c:11]1[cH:12][cH:13][c:14]([CH2:15][NH:16][C:17](=[O:18])[c:19]2[c:20](=[O:31])[c:21]3[c:22]([n:23]([CH3:25])[cH:24]2)[o:26][c:27]([CH2:29][Cl:30])[cH:28]3)[cH:32][cH:33]1.[O:41]=[CH:42][N:43]([CH3:44])[CH3:45].[OH2:40].[OH:34][CH:35]1[CH2:36][NH:37][CH2:38][CH2:39]1>>[Cl:10][c:11]1[cH:12][cH:13][c:14]([CH2:15][NH:16][C:17](=[O:18])[c:19]2[c:20](=[O:31])[c:21]3[c:22]([n:23]([CH3:25])[cH:24]2)[o:26][c:27]([CH2:29][N:37]2[CH2:36][CH:35]([OH:34])[CH2:39][CH2:38]2)[cH:28]3)[cH:32][cH:33]1.